This data is from the Open Reaction Database (ORD), a public repository of structured organic reaction records. The task is: describe an organic reaction: reactants, conditions, products, and yield Reactants: [Al] (aluminum), O(C1=CC=CC=C1)C=1C=C(C=O)C=CC1 (3-phenoxybenzaldehyde), mercuric chloride, C(Cl)(Cl)(Cl)Cl (carbontetrachloride), C(C)(C)O (isopropyl alcohol). Solvent: C1(=CC=CC=C1)C (toluene), C1(=CC=CC=C1)C (toluene), C1(=CC=CC=C1)C (toluene). Reaction conditions: time 3 hour. Yields the product CC(C)[O-].CC(C)[O-].CC(C)[O-].[Al+3] (aluminum isopropylate). As a reaction SMILES: [Al:1].C(Cl)(Cl)(Cl)Cl.[CH:7]([OH:10])([CH3:9])[CH3:8].[O:11](C1C=C(C=CC=1)C=O)[C:12]1[CH:17]=CC=C[CH:13]=1>C1(C)C=CC=CC=1>[CH3:8][CH:7]([O-:10])[CH3:9].[CH3:13][CH:12]([O-:11])[CH3:17].[CH3:8][CH:7]([O-:10])[CH3:9].[Al+3:1] |f:5.6.7.8|. Procedure: From a mixture of 16.33 g. of aluminum chips, 100 ml. of toluene and 0.1 g. of mercuric chloride and a solution of 11 ml. of carbontetrachloride and 140 ml. of isopropyl alcohol a solution of aluminum isopropylate in toluene is prepared. A solution of 198.2 g. of 3-phenoxybenzaldehyde in 70 ml. of toluene is added, and the reaction mixture is kept at 45° to 50° C. for 3 hours. The reactants are C(C)(C)(C)OC(=O)N1[C@H]([C@](CCC1)(O)C#CCO)C1=CC=CC=C1 ((2S,3R)-1-tert-butoxycarbonyl-3-(3-hydroxypropyn-1yl)-2-phenylpiperidin-3-ol). Reagents/catalysts: [Pd] (Palladium on calcium carbonate), [Pd].CC(=O)[O-].CC(=O)[O-].[Pb+2] (Lindlar catalyst). The solvent is C(C)(=O)OCC (ethyl acetate). Conditions: time 4 hour. The product is C(C)(C)(C)OC(=O)N1[C@H]([C@](CCC1)(O)\C=C/CO)C1=CC=CC=C1 (Z-(2S,3R)-1-tert-Butoxycarbonyl-3-(3-hydroxyprop-1-en-1-yl)-2-phenylpiperidin-3-ol). The yield is 99.4%. As a reaction SMILES: [C:1]([O:5][C:6]([N:8]1[CH2:13][CH2:12][CH2:11][C@:10]([C:15]#[C:16][CH2:17][OH:18])([OH:14])[C@@H:9]1[C:19]1[CH:24]=[CH:23][CH:22]=[CH:21][CH:20]=1)=[O:7])([CH3:4])([CH3:3])[CH3:2]>[Pd].CC([O-])=O.CC([O-])=O.[Pb+2].C(OCC)(=O)C.[Pd]>[C:1]([O:5][C:6]([N:8]1[CH2:13][CH2:12][CH2:11][C@:10](/[CH:15]=[CH:16]\[CH2:17][OH:18])([OH:14])[C@@H:9]1[C:19]1[CH:20]=[CH:21][CH:22]=[CH:23][CH:24]=1)=[O:7])([CH3:4])([CH3:2])[CH3:3] |f:1.2.3.4|. Procedure: Palladium on calcium carbonate, poisoned with lead (Lindlar catalyst, 2 g) was added to a solution of (2S,3R)-1-tert-butoxycarbonyl-3-(3-hydroxypropyn-1yl)-2-phenylpiperidin-3-ol (Description 2; 32 g, 96.6 mmol) in ethyl acetate (300 ml) and the mixture was stirred under hydrogen (1 atmosphere) for 4 hours. The mixture was filtered and the solvent was evaporated under reduced pressure to give the title compound as an oil (32 g, 100%). 1H NMR (360 MHz, CDCl3) δ 7.42 (2H, d, J 7.6 Hz), 7.35−7.25 (... The reactants are O=C([O-])[O-], COc1ccc(C2(C#N)CCN(C3(C(=O)OCc4ccccc4)CC3)CC2)cc1O, CN(C)C=O, BrCC1CC1, Cl, [K+], [K+], O. The product is COc1ccc(C2(C#N)CCN(C3(C(=O)OCc4ccccc4)CC3)CC2)cc1OCC1CC1. As a reaction SMILES: [C:42](=[O:43])([O-:44])[O-:45].[CH2:7]([c:8]1[cH:9][cH:10][cH:11][cH:12][cH:13]1)[O:14][C:15](=[O:16])[C:17]1([N:20]2[CH2:21][CH2:22][C:23]([C:26]#[N:27])([c:28]3[cH:29][c:30]([OH:36])[c:31]([O:34][CH3:35])[cH:32][cH:33]3)[CH2:24][CH2:25]2)[CH2:18][CH2:19]1.[CH3:1][N:2]([CH3:3])[CH:4]=[O:5].[CH:37]1([CH2:40][Br:41])[CH2:38][CH2:39]1.[ClH:6].[K+:46].[K+:47].[OH2:48]>>[CH2:7]([c:8]1[cH:9][cH:10][cH:11][cH:12][cH:13]1)[O:14][C:15](=[O:16])[C:17]1([N:20]2[CH2:21][CH2:22][C:23]([C:26]#[N:27])([c:28]3[cH:29][c:30]([O:36][CH2:40][CH:37]4[CH2:38][CH2:39]4)[c:31]([O:34][CH3:35])[cH:32][cH:33]3)[CH2:24][CH2:25]2)[CH2:18][CH2:19]1. The reactants are [H-].[Na+] (NaH), C(#N)C1=CC=C(C=C1)O (4-cyanophenol), ClCC(=C)CCl (3-Chloro-2-chloromethyl-propene). Solvent: COCCOC (1,2-dimethoxyethane), COCCOC (1,2-dimethoxyethane). Product: ClCC(COC1=CC=C(C#N)C=C1)=C (4-(2-Chloromethylallyloxy)benzonitrile). The yield is 66.0%. As a reaction SMILES: [C:1]([C:3]1[CH:8]=[CH:7][C:6]([OH:9])=[CH:5][CH:4]=1)#[N:2].[H-].[Na+].[Cl:12][CH2:13][C:14]([CH2:16]Cl)=[CH2:15]>COCCOC>[Cl:12][CH2:13][C:14](=[CH2:15])[CH2:16][O:9][C:6]1[CH:7]=[CH:8][C:3]([C:1]#[N:2])=[CH:4][CH:5]=1 |f:1.2|. Procedure details: A solution of 4-cyanophenol (11.9 g; 0.1 mol) in 1,2-dimethoxyethane (100 mL) was slowly added to a stirred and cooled (0° C.) suspension of NaH (4.0 g; 0.1 mol; 55% dispersion) in 1,2-dimethoxyethane (250 mL). The reaction mixture was refluxed for 1 hour and then allowed to cool to room temperature. 3-Chloro-2-chloromethyl-propene (20 g; 0.16 mol) was added in one portion and the reaction mixture was stirred at 45° C. for 40 hours. The reaction mixture was partitioned between DCM and NaHCO3 (sa...